This data is from the Open Reaction Database (ORD), a public repository of structured organic reaction records. The task is: describe an organic reaction: reactants, conditions, products, and yield The reactants are S(O)(O)(=O)=O (sulphuric acid), [Cl-].[Al+3].[Cl-].[Cl-] (aluminium chloride). Product: S(=O)(=O)([O-])[O-].[Al+3].S(=O)(=O)([O-])[O-].S(=O)(=O)([O-])[O-].[Al+3] (aluminium sulphate). Isolated yield 1289.9%. Reaction SMILES: [S:1](=[O:5])(=[O:4])([OH:3])[OH:2].[Cl-].[Al+3:7].[Cl-].[Cl-]>>[S:1]([O-:5])([O-:4])(=[O:3])=[O:2].[Al+3:7].[S:1]([O-:5])([O-:4])(=[O:3])=[O:2].[S:1]([O-:5])([O-:4])(=[O:3])=[O:2].[Al+3:7] |f:1.2.3.4,5.6.7.8.9|. Procedure: Concentrated sulphuric acid (8 g) was added to an aqueous solution of aluminium chloride (136 g). After standing, aluminium sulphate crystals precipitated from the over-saturated slurry obtained. The crystals were filtered off into a crystal cake (24 g), leaving d saturated solution of aluminium sulphate (120 g) as a mother liquor. The reactants are CCC1=C2C(=CC3=C(N2)C4=CC5=C(COC(=O)[C@@]5(CC)O)C(=O)N4C3)C(=O)C=C1 (7-Ethyl-10-hydroxycamptothecin), C(Cl)Cl (methylene dichloride), CN(C=O)C (dimethylformamide), N1=CC=CC=C1 (pyridine), C(Cl)Cl (methylene dichloride). The solvent is C(C)N(CC)CC (triethylamine). Run at temperature 35 celsius, time 2 hour. Yields the product N1(CCCCC1)C1CCN(CC1)C(=O)Cl ([1,4′]bipiperidinyl-1′-carbonyl chloride). Reaction SMILES: CCC1C=CC(=O)[C:5]2=C[C:7]3[CH2:25][N:24]4[C:10](=[CH:11][C:12]5[C@@](O)(CC)C(=O)OC[C:13]=5[C:22]4=O)[C:8]=3[NH:9][C:4]=12.[CH2:30]([Cl:32])Cl.CN(C)C=[O:36].N1C=CC=CC=1>C(N(CC)CC)C>[N:24]1([CH:25]2[CH2:5][CH2:4][N:9]([C:30]([Cl:32])=[O:36])[CH2:8][CH2:7]2)[CH2:22][CH2:13][CH2:12][CH2:11][CH2:10]1. Procedure: In a suitable vessel were charged 7-Ethyl-10-hydroxycamptothecin (1 g), methylene dichloride, dimethylformamide (0.186 gm) and pyridine (3 ml) under nitrogen atmosphere. A solution of [1,4′]bipiperidinyl-1′-carbonyl chloride (0.88 g), methylene dichloride and triethylamine (1 ml) was prepared and added to the above suspension and stirred at 30-40° C. for 2 hours. The solvent was distilled out under reduced pressure at 50° C. and hexane was added under stirring as an antisolvent to isolate crysta...